Dataset: the Open Reaction Database (ORD), a public repository of structured organic reaction records. Task: describe an organic reaction: reactants, conditions, products, and yield Reactants: ClCCl, OCc1ccc2ncnc(Cl)c2c1. The product is O=Cc1ccc2ncnc(Cl)c2c1. As a reaction SMILES: [Cl:14][CH2:15][Cl:16].[Cl:1][c:2]1[n:3][cH:4][n:5][c:6]2[cH:7][cH:8][c:9]([CH2:12][OH:13])[cH:10][c:11]12>>[Cl:1][c:2]1[n:3][cH:4][n:5][c:6]2[cH:7][cH:8][c:9]([CH:12]=[O:13])[cH:10][c:11]12. The reactants are solution, C(=O)(Cl)Cl (phosgene), CN(C=O)C (N,N-dimethylformamide), COC1=CC=C(C=C1)NNC(C(C)(C)C)=O (N-(4-methoxyphenyl)-N′-pivaloyl-hydrazine). Solvent: C1(=CC=CC=C1)C (toluene), C1(=CC=CC=C1)C (toluene). Product: COC1=CC=C(C=C1)N1N=C(OC1=O)C(C)(C)C (1-methoxy-4-(5-oxo-2-tert-butyl-3,4-diaza-1-oxa-cyclopent-2-en-4-yl)-benzene). RXN SMILES: [C:1](Cl)(Cl)=[O:2].CN(C)C=O.[CH3:10][O:11][C:12]1[CH:17]=[CH:16][C:15]([NH:18][NH:19][C:20](=[O:25])[C:21]([CH3:24])([CH3:23])[CH3:22])=[CH:14][CH:13]=1>C1(C)C=CC=CC=1>[CH3:10][O:11][C:12]1[CH:13]=[CH:14][C:15]([N:18]2[C:1](=[O:2])[O:25][C:20]([C:21]([CH3:24])([CH3:23])[CH3:22])=[N:19]2)=[CH:16][CH:17]=1. Procedure details: 12 ml of a (20%) solution of phosgene in toluene are added dropwise, at room temperature, to a mixture of 50 ml of toluene, 0.1 ml of N,N-dimethylformamide and 2.3 g of N-(4-methoxyphenyl)-N′-pivaloyl-hydrazine. The reaction mixture is stirred at reflux for 7 hours and then concentrated. After purification of the residue on silica gel, 1-methoxy-4-(5-oxo-2-tert-butyl-3,4-diaza-1-oxa-cyclopent-2-en-4-yl)-benzene is obtained in the form of a colourless oil. Reactants: CCCCO, ClCCNCCCl, Cl, Nc1cccc2c1CCCC2. Yields the product Cl, Cl, c1cc2c(c(N3CCNCC3)c1)CCCC2. As a reaction SMILES: [CH2:20]([OH:21])[CH2:22][CH2:23][CH3:24].[Cl:13][CH2:14][CH2:15][NH:16][CH2:17][CH2:18][Cl:19].[ClH:12].[NH2:1][c:2]1[cH:3][cH:4][cH:5][c:6]2[c:11]1[CH2:10][CH2:9][CH2:8][CH2:7]2>>[ClH:12].[ClH:13].[N:1]1([c:2]2[cH:3][cH:4][cH:5][c:6]3[c:11]2[CH2:10][CH2:9][CH2:8][CH2:7]3)[CH2:14][CH2:15][NH:16][CH2:17][CH2:18]1. Starting materials: Cc1c(-c2cccnc2)[nH]c2ccccc12, CCOC(=O)C(C)=Cc1ccc(CCl)cc1, [H-], [Na+], CN(C)C=O, O. Product: CCOC(=O)C(C)=Cc1ccc(Cn2c(-c3cccnc3)c(C)c3ccccc32)cc1. Reaction SMILES: [CH3:1][c:2]1[c:3](-[c:11]2[cH:12][n:13][cH:14][cH:15][cH:16]2)[nH:4][c:5]2[cH:6][cH:7][cH:8][cH:9][c:10]12.[Cl:19][CH2:20][c:21]1[cH:22][cH:23][c:24]([CH:27]=[C:28]([C:29](=[O:30])[O:31][CH2:32][CH3:33])[CH3:34])[cH:25][cH:26]1.[H-:17].[Na+:18].[O:35]=[CH:36][N:37]([CH3:38])[CH3:39].[OH2:40]>>[CH3:1][c:2]1[c:3](-[c:11]2[cH:12][n:13][cH:14][cH:15][cH:16]2)[n:4]([CH2:20][c:21]2[cH:22][cH:23][c:24]([CH:27]=[C:28]([C:29](=[O:30])[O:31][CH2:32][CH3:33])[CH3:34])[cH:25][cH:26]2)[c:5]2[cH:6][cH:7][cH:8][cH:9][c:10]12. Starting materials: CCCc1nn(C)c2c(=O)[nH]c(-c3cc(S(=O)(=O)N4CCN(C)CC4)ccc3OCC)nc12, CC#N, C1CCOC1, O=[N+]([O-])O. The product is CCCc1nn(C)c2c(=O)[nH]c(-c3cc(S(=O)(=O)N4CCN(C)CC4)ccc3OCC)nc12, O=[N+]([O-])[O-]. Reaction SMILES: [CH3:1][CH2:2][CH2:3][c:4]1[n:5][n:6]([CH3:7])[c:8]2[c:9]1[n:10][c:11](-[c:15]1[cH:16][c:17]([S:24](=[O:25])(=[O:26])[N:27]3[CH2:28][CH2:29][N:30]([CH3:31])[CH2:32][CH2:33]3)[cH:18][cH:19][c:20]1[O:21][CH2:22][CH3:23])[nH:12][c:13]2=[O:14].[CH3:38][C:39]#[N:40].[O:41]1[CH2:42][CH2:43][CH2:44][CH2:45]1.[OH:34][N+:35]([O-:36])=[O:37]>>[CH3:1][CH2:2][CH2:3][c:4]1[n:5][n:6]([CH3:7])[c:8]2[c:9]1[n:10][c:11](-[c:15]1[cH:16][c:17]([S:24](=[O:25])(=[O:26])[N:27]3[CH2:28][CH2:29][N:30]([CH3:31])[CH2:32][CH2:33]3)[cH:18][cH:19][c:20]1[O:21][CH2:22][CH3:23])[nH:12][c:13]2=[O:14].[O:34]=[N+:35]([O-:36])[O-:37]. The yield is 83.1%. Reported procedure: A mixture of methyl 2-chloro-7-(1-ethylpropyl)-1-methyl-1H-benzimidazole-4-carboxylate (1.15 g, 3.90 mmol), 4,6-dichloro-o-cresol (2.07 g, 11.70 mmol), potassium carbonate (2.16 g, 15.60 mmol) and N,N-dimethylformamide (15 ml) was heated at 110° C. for 5 h. The residue was diluted with aqueous saturated sodium bicarbonate and extracted with ethyl acetate. The extracts were washed with water, dried over magnesium sulfate and concentrated in vacuo. The residue was purified by column chromatography... Reactants: ClC1=NC2=C(N1C)C(=CC=C2C(=O)OC)C(CC)CC (methyl 2-chloro-7-(1-ethylpropyl)-1-methyl-1H-benzimidazole-4-carboxylate), ClC=1C=C(C(=C(C1)Cl)O)C (4,6-dichloro-o-cresol), C([O-])([O-])=O.[K+].[K+] (potassium carbonate), CN(C=O)C (N,N-dimethylformamide). Yields the product ClC1=C(OC2=NC3=C(N2C)C(=CC=C3C(=O)OC)C(CC)CC)C(=CC(=C1)Cl)C (Methyl 2-(2,4-dichloro-6-methylphenoxy)-7-(1-ethylpropyl)-1-methyl-1H-benzimidazole-4-carboxylate). RXN SMILES: Cl[C:2]1[N:6]([CH3:7])[C:5]2[C:8]([CH:16]([CH2:19][CH3:20])[CH2:17][CH3:18])=[CH:9][CH:10]=[C:11]([C:12]([O:14][CH3:15])=[O:13])[C:4]=2[N:3]=1.[Cl:21][C:22]1[CH:23]=[C:24]([CH3:30])[C:25]([OH:29])=[C:26]([Cl:28])[CH:27]=1.C(=O)([O-])[O-].[K+].[K+].CN(C)C=O>C(=O)(O)[O-].[Na+]>[Cl:28][C:26]1[CH:27]=[C:22]([Cl:21])[CH:23]=[C:24]([CH3:30])[C:25]=1[O:29][C:2]1[N:6]([CH3:7])[C:5]2[C:8]([CH:16]([CH2:19][CH3:20])[CH2:17][CH3:18])=[CH:9][CH:10]=[C:11]([C:12]([O:14][CH3:15])=[O:13])[C:4]=2[N:3]=1 |f:2.3.4,6.7|. Run at temperature 110 celsius. The solvent is C([O-])(O)=O.[Na+] (sodium bicarbonate).